From a dataset of the Open Reaction Database (ORD), a public repository of structured organic reaction records. describe an organic reaction: reactants, conditions, products, and yield Starting materials: CC(C)=O, COC(=O)Cc1nc(-c2ccc(Cl)cc2)oc1Oc1cc(C)ccc1C, [Na+], [OH-]. The product is Cc1ccc(C)c(Oc2oc(-c3ccc(Cl)cc3)nc2CC(=O)O)c1. As a reaction SMILES: [CH3:29][C:30](=[O:31])[CH3:32].[Cl:1][c:2]1[cH:3][cH:4][c:5](-[c:8]2[o:9][c:10]([O:18][c:19]3[c:20]([CH3:26])[cH:21][cH:22][c:23]([CH3:25])[cH:24]3)[c:11]([CH2:13][C:14](=[O:15])[O:16][CH3:17])[n:12]2)[cH:6][cH:7]1.[Na+:28].[OH-:27]>>[Cl:1][c:2]1[cH:3][cH:4][c:5](-[c:8]2[o:9][c:10]([O:18][c:19]3[c:20]([CH3:26])[cH:21][cH:22][c:23]([CH3:25])[cH:24]3)[c:11]([CH2:13][C:14](=[O:15])[OH:16])[n:12]2)[cH:6][cH:7]1. Starting materials: Cc1cc(Br)ccc1F, OB(O)c1ccccc1. Yields the product Cc1cc(-c2ccccc2)ccc1F. Reaction SMILES: [F:10][c:11]1[c:12]([CH3:18])[cH:13][c:14]([Br:17])[cH:15][cH:16]1.[OH:1][B:2]([OH:3])[c:4]1[cH:5][cH:6][cH:7][cH:8][cH:9]1>>[c:4]1(-[c:14]2[cH:13][c:12]([CH3:18])[c:11]([F:10])[cH:16][cH:15]2)[cH:5][cH:6][cH:7][cH:8][cH:9]1. As a reaction SMILES: C([O-])(=O)C.[Na+].C(OC[O:10][CH2:11][CH3:12])C.P(Cl)(Cl)(Cl)=O.[CH3:18][C@H:19]1[C@@:36]2([CH3:37])[C:23]([CH2:24][C@@H:25](C)[C@@H:26]3[C@@H:35]2[CH2:34][CH2:33][C@@:31]2([CH3:32])[C@H:27]3[CH2:28][C@@H:29]([F:39])[C:30]2=[O:38])=[CH:22][C:21](=O)[CH2:20]1.C(=O)([O-])[O-].[Na+].[Na+]>C(Cl)(Cl)Cl>[CH3:20][C@H:19]1[C@@:36]2([CH3:37])[C:23]([C:22](=[CH2:21])[C@@H:25]([CH3:24])[C@@H:26]3[C@@H:35]2[CH2:34][CH2:33][C@@:31]2([CH3:32])[C@H:27]3[CH2:28][C@@H:29]([F:39])[C:30]2=[O:38])=[CH:12][C:11](=[O:10])[CH2:18]1 |f:0.1,5.6.7|. Solvent: C(Cl)(Cl)Cl (chloroform). Procedure details: A mixture of sodium acetate (1 g), absolute chloroform (30 ml), formaldehyde diethyl acetal (30 ml, 0.24 mol), phosphoryl chloride (3.8 ml, 0.04 mol), and 1β,7α-dimethyl-16α-fluoroandrost-4-ene-3,17-dione (0.896 g, 2.7 mmol) is stirred at reflux for about 5 hrs, i.e. until the starting material has disappeared. The suspension is allowed to cool and under vigorous stirring a saturated sodium carbonate solution is added dropwise until the pH of the aqueous layer becomes alkaline. The organic layer... The yield is 60.0%. Product: C[C@@H]1CC(C=C2C([C@H]([C@H]3[C@@H]4C[C@H](C([C@@]4(C)CC[C@@H]3[C@@]12C)=O)F)C)=C)=O (1β,7α-dimethyl-16α-fluoro-6-methylenandrost-4-ene-3,17-dione). The reactants are C([O-])([O-])=O.[Na+].[Na+] (sodium carbonate), C(C)(=O)[O-].[Na+] (sodium acetate), C(C)OCOCC (formaldehyde diethyl acetal), P(=O)(Cl)(Cl)Cl (phosphoryl chloride), C[C@@H]1CC(C=C2C[C@H]([C@H]3[C@@H]4C[C@H](C([C@@]4(C)CC[C@@H]3[C@@]12C)=O)F)C)=O (1β,7α-dimethyl-16α-fluoroandrost-4-ene-3,17-dione). The reactants are ClC1=CC=C(CSC2=CC(=C(N=N2)OCC2=CC=C(C=C2)OC)OCC2=CC=C(C=C2)OC)C=C1 (6-[(4-chlorobenzyl)sulfanyl]-3,4-bis[(4-methoxybenzyl)oxy]pyridazine), ClC1=CC=C(CSC2=CC(=C(N=N2)OCC2=CC=C(C=C2)OC)OCC2=CC=C(C=C2)OC)C=C1 (6-[(4-chlorobenzyl)sulfanyl]-3,4-bis[(4-methoxybenzyl)oxy]pyridazine), Cl (hydrogen chloride), O1CCOCC1 (dioxane). The solvent is CO (methanol). Reaction conditions: time 72 hour. The product is ClC1=CC=C(CSC=2C=C(C(NN2)=O)O)C=C1 (6-[(4-chlorobenzyl)sulfanyl]-4-hydroxypyridazin-3(2H)-one). The yield is 5471.2%. RXN SMILES: [Cl:1][C:2]1[CH:35]=[CH:34][C:5]([CH2:6][S:7][C:8]2[N:13]=[N:12][C:11]([O:14]CC3C=CC(OC)=CC=3)=[C:10]([O:24]CC3C=CC(OC)=CC=3)[CH:9]=2)=[CH:4][CH:3]=1.Cl.O1CCOCC1>CO>[Cl:1][C:2]1[CH:3]=[CH:4][C:5]([CH2:6][S:7][C:8]2[CH:9]=[C:10]([OH:24])[C:11](=[O:14])[NH:12][N:13]=2)=[CH:34][CH:35]=1. Procedure: To a solution of 6-[(4-chlorobenzyl)sulfanyl]-3,4-bis[(4-methoxybenzyl)oxy]pyridazine (Intermediate 8; 527 mg, 1.04 mmol) in methanol (5177 μl) was added a solution of hydrogen chloride in dioxane (4.0 M, 5177 μl, 20.71 mmol) and the reaction was allowed to stir at room temperature for 72 hours. The resulting mixture was concentrated in vacuo to afford a yellow solid which was recrystallised from ethanol to afford 6-[(4-chlorobenzyl)sulfanyl]-4-hydroxypyridazin-3(2H)-one as white crystals (153 m... The reactants are CO, ClCCl, NN, [Na+], [OH-], O, O, O=P(Cl)(Cl)Cl, O=c1nc(-c2ccccn2)cc[nH]1. Yields the product NNc1nccc(-c2ccccn2)n1. As a reaction SMILES: [CH3:28][OH:29].[Cl:25][CH2:26][Cl:27].[NH2:18][NH2:19].[Na+:16].[OH-:15].[OH2:14].[OH2:17].[P:20]([Cl:21])([Cl:22])([Cl:23])=[O:24].[n:1]1[c:2](-[c:7]2[n:8][c:9](=[O:13])[nH:10][cH:11][cH:12]2)[cH:3][cH:4][cH:5][cH:6]1>>[n:1]1[c:2](-[c:7]2[n:8][c:9]([NH:18][NH2:19])[n:10][cH:11][cH:12]2)[cH:3][cH:4][cH:5][cH:6]1. Reactants: C1COCCO1, CCCCCCCCCCCC, COC(=O)c1c[nH]c2ccccc12, NC1CCCCC1N, I[Cu]I, Ic1cc2ccccc2cn1, [K+], [K+], [K+], O=P([O-])([O-])[O-]. The product is COC(=O)c1cn(-c2cc3ccccc3cn2)c2ccccc12. Reaction SMILES: [CH2:56]1[O:57][CH2:58][CH2:59][O:60][CH2:61]1.[CH3:1][CH2:2][CH2:3][CH2:4][CH2:5][CH2:6][CH2:7][CH2:8][CH2:9][CH2:10][CH2:11][CH3:12].[CH3:32][O:33][C:34](=[O:35])[c:36]1[cH:37][nH:38][c:39]2[cH:40][cH:41][cH:42][cH:43][c:44]12.[CH:24]1([NH2:25])[CH2:26][CH2:27][CH2:28][CH2:29][CH:30]1[NH2:31].[Cu:53]([I:54])[I:55].[I:13][c:14]1[n:15][cH:16][c:17]2[cH:18][cH:19][cH:20][cH:21][c:22]2[cH:23]1.[K+:50].[K+:51].[K+:52].[P:45]([O-:46])([O-:47])([O-:48])=[O:49]>>[c:14]1(-[n:38]2[cH:37][c:36]([C:34]([O:33][CH3:32])=[O:35])[c:44]3[c:39]2[cH:40][cH:41][cH:42][cH:43]3)[n:15][cH:16][c:17]2[cH:18][cH:19][cH:20][cH:21][c:22]2[cH:23]1. Starting materials: O1CCC(CC1)C(=O)O (tetrahydro-2H-pyran-4-carboxylic acid), O.CC1=CC=C(C=C1)S(=O)(=O)O (4-methylbenzenesulfonic acid hydrate). The solvent is CO (methanol). Yields the product O1CCC(CC1)C(=O)OC (methyl tetrahydro-2H-pyran-4-carboxylate). The yield is 15.0%. As a reaction SMILES: [O:1]1[CH2:6][CH2:5][CH:4]([C:7]([OH:9])=[O:8])[CH2:3][CH2:2]1.O.[CH3:11]C1C=CC(S(O)(=O)=O)=CC=1>CO>[O:1]1[CH2:6][CH2:5][CH:4]([C:7]([O:9][CH3:11])=[O:8])[CH2:3][CH2:2]1 |f:1.2|. Reported procedure: To a solution of tetrahydro-2H-pyran-4-carboxylic acid (50 g, 385 mmol) in anhydrous methanol (500 mL) was added 4-methylbenzenesulfonic acid hydrate (72.5 g, 385 mmol). The mixture was refluxed for 2 hr. The solvent was removed in vacuo. Ethyl ether and water was added. The organic phase was washed with water and brine, then dried over Na2SO4, filtered and concentrated to give methyl tetrahydro-2H-pyran-4-carboxylate (8.3 g, 75%), which was used in next step without purification. The reactants are NC1=NNC=C1 (3-Aminopyrazole), Br\C(\C=O)=C/N(C)C ((2Z)-2-bromo-3-(dimethylamino)acrylaldehyde), C(C)O (ethanol). The solvent is C(C)(=O)O (acetic acid). The product is BrC=1C=NC=2N(C1)N=CC2 (6-bromopyrazolo[1,5-a]pyrimidine). RXN SMILES: [NH2:1][C:2]1[CH:6]=[CH:5][NH:4][N:3]=1.[Br:7]/[C:8](=[CH:11]\N(C)C)/[CH:9]=O.C(O)C>C(O)(=O)C>[Br:7][C:8]1[CH:9]=[N:1][C:2]2[N:3]([N:4]=[CH:5][CH:6]=2)[CH:11]=1. Procedure: 3-Aminopyrazole (0.75 g, 9.04 mmol) was mixed with (2Z)-2-bromo-3-(dimethylamino)acrylaldehyde obtained at the previous step (1.85 g, 10.4 mmol). Absolute ethanol (20 mL) and glacial acetic acid (2 mL) were added. The reaction mixture was stirred under reflux for 16 h and evaporated to dryness. The residue was washed on a filter with cold ethanol/hexane mixture (3:1) and dried in a vacuum oven at 30° C. to give 6-bromopyrazolo[1,5-a]pyrimidine. Reactants: C(C)(=O)O[BH-](OC(C)=O)OC(C)=O.[Na+] (sodium triacetoxyborohydride), Cl.COC(N[C@@H]1CNCC[C@@H]1C)=O (racemic cis (4-methyl-piperidin-3-yl)-carbamic acid methyl ester hydrochloride), C(C1=CC=CC=C1)=O (benzaldehyde), C(C)(C)N(CC)C(C)C (diisopropylethylamine). Solvent: ClCCCl (DCE). Reaction conditions: time 60 hour. The product is COC(N[C@@H]1CN(CC[C@@H]1C)CC1=CC=CC=C1)=O (racemic cis (1-benzyl-4-methyl-piperidin-3-yl)-carbamic acid methyl ester). The yield is 80.9%. RXN SMILES: Cl.[CH3:2][O:3][C:4](=[O:13])[NH:5][C@H:6]1[C@@H:11]([CH3:12])[CH2:10][CH2:9][NH:8][CH2:7]1.[CH:14](=O)[C:15]1[CH:20]=[CH:19][CH:18]=[CH:17][CH:16]=1.C(N(C(C)C)CC)(C)C.C(O[BH-](OC(=O)C)OC(=O)C)(=O)C.[Na+]>ClCCCl>[CH3:2][O:3][C:4](=[O:13])[NH:5][C@H:6]1[C@@H:11]([CH3:12])[CH2:10][CH2:9][N:8]([CH2:14][C:15]2[CH:20]=[CH:19][CH:18]=[CH:17][CH:16]=2)[CH2:7]1 |f:0.1,4.5|. Procedure: A mixture of racemic cis (4-methyl-piperidin-3-yl)-carbamic acid methyl ester hydrochloride (7.35 mmol), benzaldehyde (818 μL, 8.09 mmol), diisopropylethylamine (3.9 mL, 22.1 mmol) and 4 Å molecular sieves (7 g) in DCE (50 mL) was stirred at ambient temperature for 5 hours before the addition of sodium triacetoxyborohydride (2.34 g, 11.03 mmol). The resulting mixture was stirred for 60 hours then filtered through Celite® and the filtrate concentrated under vacuum. The resulting residue was purif...